This data is from the Open Reaction Database (ORD), a public repository of structured organic reaction records. The task is: describe an organic reaction: reactants, conditions, products, and yield The solvent is O (water), CCOC(=O)C (EtOAc), C1CCOC1 (THF). As a reaction SMILES: [H-].[Na+].[Si:3]([O:10][CH:11]1[CH2:14][N:13]([CH2:15][C@H:16]([OH:21])[C:17]([O:19][CH3:20])=[O:18])[CH2:12]1)([C:6]([CH3:9])([CH3:8])[CH3:7])([CH3:5])[CH3:4].Cl[C:23]1[N:28]=[CH:27][N:26]=[C:25]2[N:29]([C:32]3[C:37]([Cl:38])=[CH:36][CH:35]=[CH:34][C:33]=3[Cl:39])[N:30]=[CH:31][C:24]=12.C(O)(=O)CC(CC(O)=O)(C(O)=O)O>C1COCC1.O.CCOC(C)=O>[Si:3]([O:10][CH:11]1[CH2:14][N:13]([CH2:15][C@H:16]([O:21][C:23]2[N:28]=[CH:27][N:26]=[C:25]3[N:29]([C:32]4[C:37]([Cl:38])=[CH:36][CH:35]=[CH:34][C:33]=4[Cl:39])[N:30]=[CH:31][C:24]=23)[C:17]([O:19][CH3:20])=[O:18])[CH2:12]1)([C:6]([CH3:9])([CH3:8])[CH3:7])([CH3:5])[CH3:4] |f:0.1|. Conditions: temperature 0 celsius, time 10 minute. Isolated yield 30.5%. Reported procedure: Sodium hydride (60% dispersion in mineral oil) (127 mg, 3.17 mmol) was added to (S)-methyl 3-(3-(tert-butyldimethylsilyloxy)azetidin-1-yl)-2-hydroxypropanoate (Intermediate AD3) (765 mg, 2.64 mmol) in anhydrous THF (30 mL) at 0° C. under nitrogen. The resulting solution was stirred at 0° C. for 10 minutes and then 4-chloro-1-(2,6-dichlorophenyl)-1H-pyrazolo[3,4-d]pyrimidine (Intermediate BA3) (871 mg, 2.91 mmol) was added. The reaction mixture was allowed to warm to room temperature and stirred ... The reactants are C(CC(O)(C(=O)O)CC(=O)O)(=O)O (citric acid), [H-].[Na+] (Sodium hydride), [Si](C)(C)(C(C)(C)C)OC1CN(C1)C[C@@H](C(=O)OC)O ((S)-methyl 3-(3-(tert-butyldimethylsilyloxy)azetidin-1-yl)-2-hydroxypropanoate), ClC1=C2C(=NC=N1)N(N=C2)C2=C(C=CC=C2Cl)Cl (4-chloro-1-(2,6-dichlorophenyl)-1H-pyrazolo[3,4-d]pyrimidine). Product: [Si](C)(C)(C(C)(C)C)OC1CN(C1)C[C@@H](C(=O)OC)OC1=C2C(=NC=N1)N(N=C2)C2=C(C=CC=C2Cl)Cl ((S)-methyl 3-(3-(tert-butyldimethylsilyloxy)azetidin-1-yl)-2-(1-(2,6-dichlorophenyl)-1H-pyrazolo [3,4-d]pyrimidin-4-yloxy)propanoate).